From a dataset of the Open Reaction Database (ORD), a public repository of structured organic reaction records. describe an organic reaction: reactants, conditions, products, and yield Product: BrC=1C=CC(=C(C=O)C1)C1CC1 (5-bromo-2-cyclopropylbenzaldehyde). Run at time 22 hour. Procedure details: To a mixed solution of toluene (2250 ml) and distilled water (250 ml) at 0° C. is added finely ground potassium phosphate tribasic (699.23 g, 3.29 mol) portionwise over 10 minutes. This mixture is then allowed to warm to room temperature, followed by the addition of 2,5-dibromobenzaldehyde (235.0 g, 890 mmol) and cyclopropylboronic acid (68.92 g, 801 mmol). After stirring at room temperature for 50 minutes under a blanket of nitrogen tetrakis(triphenylphosphine)palladium (102.89 g, 89 mmol) is a... Reagents/catalysts: N#N.C=1C=CC(=CC1)[P](C=2C=CC=CC2)(C=3C=CC=CC3)[Pd]([P](C=4C=CC=CC4)(C=5C=CC=CC5)C=6C=CC=CC6)([P](C=7C=CC=CC7)(C=8C=CC=CC8)C=9C=CC=CC9)[P](C=1C=CC=CC1)(C=1C=CC=CC1)C=1C=CC=CC1 (nitrogen tetrakis(triphenylphosphine)palladium). Starting materials: [O-]P(=O)([O-])[O-].[K+].[K+].[K+] (potassium phosphate tribasic), BrC1=C(C=O)C=C(C=C1)Br (2,5-dibromobenzaldehyde), C1(CC1)B(O)O (cyclopropylboronic acid). RXN SMILES: [O-]P([O-])([O-])=O.[K+].[K+].[K+].Br[C:10]1[CH:17]=[CH:16][C:15]([Br:18])=[CH:14][C:11]=1[CH:12]=[O:13].[CH:19]1(B(O)O)[CH2:21][CH2:20]1>N#N.C1C=CC([P]([Pd]([P](C2C=CC=CC=2)(C2C=CC=CC=2)C2C=CC=CC=2)([P](C2C=CC=CC=2)(C2C=CC=CC=2)C2C=CC=CC=2)[P](C2C=CC=CC=2)(C2C=CC=CC=2)C2C=CC=CC=2)(C2C=CC=CC=2)C2C=CC=CC=2)=CC=1>[Br:18][C:15]1[CH:16]=[CH:17][C:10]([CH:19]2[CH2:21][CH2:20]2)=[C:11]([CH:14]=1)[CH:12]=[O:13] |f:0.1.2.3,6.7,^1:30,32,51,70|. The reactants are Cl (hydrochloric acid), FC1=CC=C(C=C1)N1CCN(CC1)CC(=O)N1C=2N(C(=CC1)C1=CC(=CC=C1)C(F)(F)F)N=CC2C#N (4-[[4-(4-fluorophenyl)-1-piperazinyl]acetyl]-4,5-dihydro-7-[3-(trifluoromethyl)phenyl]pyrazolo[1,5-a]pyrimidine-3-carbonitrile), CCOCC (Ether). Solvent: C(C)(=O)OCC (ethyl acetate). The product is Cl.FC1=CC=C(C=C1)N1CCN(CC1)CC(=O)N1C=2N(C(=CC1)C1=CC(=CC=C1)C(F)(F)F)N=CC2C#N (4-[[4-(4-Fluorophenyl)-1-piperazinyl]acetyl]4,5-dihydro-7-[3-(trifluoromethyl)phenyl]pyrazolo-[1,5-a]pyrimidine-3-carbonitrile, monohydrochloride). As a reaction SMILES: [F:1][C:2]1[CH:7]=[CH:6][C:5]([N:8]2[CH2:13][CH2:12][N:11]([CH2:14][C:15]([N:17]3[CH2:22][CH:21]=[C:20]([C:23]4[CH:28]=[CH:27][CH:26]=[C:25]([C:29]([F:32])([F:31])[F:30])[CH:24]=4)[N:19]4[N:33]=[CH:34][C:35]([C:36]#[N:37])=[C:18]34)=[O:16])[CH2:10][CH2:9]2)=[CH:4][CH:3]=1.[ClH:38].CCOCC>C(OCC)(=O)C>[ClH:38].[F:1][C:2]1[CH:3]=[CH:4][C:5]([N:8]2[CH2:13][CH2:12][N:11]([CH2:14][C:15]([N:17]3[CH2:22][CH:21]=[C:20]([C:23]4[CH:28]=[CH:27][CH:26]=[C:25]([C:29]([F:31])([F:30])[F:32])[CH:24]=4)[N:19]4[N:33]=[CH:34][C:35]([C:36]#[N:37])=[C:18]34)=[O:16])[CH2:10][CH2:9]2)=[CH:6][CH:7]=1 |f:4.5|. Procedure: A 6.6 g portion of 4-[[4-(4-fluorophenyl)-1-piperazinyl]acetyl]-4,5-dihydro-7-[3-(trifluoromethyl)phenyl]pyrazolo[1,5-a]pyrimidine-3-carbonitrile was heated to solution in 100 ml of ethyl acetate, then cooled and acidified with 25 ml of 2.44 N ethanolic hydrochloric acid. Ether was added, the solid collected, heated to boiling in 500 ml of ethanol, then cooled and the crystalline salt collected, giving 5.7 g of the desired product, mp 242°-244° C. Reaction SMILES: [Br:18][c:19]1[cH:20][cH:21][c:22]2[c:23]([cH:33]1)[CH2:24][C:25]1([O:26]2)[CH2:27][CH2:28][CH2:29][CH2:30][CH2:31][CH2:32]1.[CH3:34][C:35]#[N:36].[K+:11].[K+:12].[O-:13][S:14](=[O:15])(=[O:16])[O-:17].[OH2:37].[S:1]([O:2][O:3][S:4]([O-:5])(=[O:6])=[O:7])([O-:8])(=[O:9])=[O:10]>>[O:13]=[C:24]1[c:23]2[c:22]([cH:21][cH:20][c:19]([Br:18])[cH:33]2)[O:26][C:25]12[CH2:27][CH2:28][CH2:29][CH2:30][CH2:31][CH2:32]2. The product is O=C1c2cc(Br)ccc2OC12CCCCCC2. Reactants: Brc1ccc2c(c1)CC1(CCCCCC1)O2, CC#N, [K+], [K+], O=S(=O)([O-])[O-], O, O=S(=O)([O-])OOS(=O)(=O)[O-]. The reactants are ClC1=CC=C(CC=2C(NC(NC2C)=S)=O)C=C1 (5-(4-Chlorobenzyl)-6-methyl-2-thiouracil), CI (methyl iodide), Example 1 ( i ). Yields the product ClC1=CC=C(CC=2C(NC(=NC2C)SC)=O)C=C1 (5-(4-chlorobenzyl)-6-methyl-2-methylthio-4-pyrimidone). Reaction SMILES: [Cl:1][C:2]1[CH:17]=[CH:16][C:5]([CH2:6][C:7]2[C:8](=[O:15])[NH:9][C:10](=[S:14])[NH:11][C:12]=2[CH3:13])=[CH:4][CH:3]=1.[CH3:18]I>>[Cl:1][C:2]1[CH:3]=[CH:4][C:5]([CH2:6][C:7]2[C:8](=[O:15])[NH:9][C:10]([S:14][CH3:18])=[N:11][C:12]=2[CH3:13])=[CH:16][CH:17]=1. Procedure: 5-(4-Chlorobenzyl)-6-methyl-2-thiouracil was methylated with methyl iodide as described in Example 1 (i) to give 5-(4-chlorobenzyl)-6-methyl-2-methylthio-4-pyrimidone (m.p. 248°-251°).